From a dataset of the Open Reaction Database (ORD), a public repository of structured organic reaction records. describe an organic reaction: reactants, conditions, products, and yield Starting materials: CCOC(C)=O, CCCCCC, CS(C)=O, O=[N+]([O-])c1ccc(F)c(F)c1, OCCNCCO. Yields the product O=[N+]([O-])c1ccc(N(CCO)CCO)c(F)c1. As a reaction SMILES: [C:19]([O:20][CH2:21][CH3:22])(=[O:23])[CH3:24].[CH3:25][CH2:26][CH2:27][CH2:28][CH2:29][CH3:30].[CH3:31][S:32]([CH3:33])=[O:34].[F:1][c:2]1[cH:3][c:4]([N+:9](=[O:10])[O-:11])[cH:5][cH:6][c:7]1[F:8].[OH:12][CH2:13][CH2:14][NH:15][CH2:16][CH2:17][OH:18]>>[F:1][c:2]1[cH:3][c:4]([N+:9](=[O:10])[O-:11])[cH:5][cH:6][c:7]1[N:15]([CH2:14][CH2:13][OH:12])[CH2:16][CH2:17][OH:18]. Starting materials: C[Si](Br)(C)C (trimethylbromosilane), C([O-])(O)=O.[Na+] (sodium bicarbonate), COC(=O)C1=NC(=C(N=C1)N)C1=CC=C(C=C1)OC(F)(F)F (5-amino-6-(4-trifluoromethoxy-phenyl)-pyrazine-2-carboxylic acid methyl ester), C(CC(C)C)ON=O (isoamylnitrite). Run in BrCBr (dibromomethane), BrCBr (dibromomethane). Run at temperature 0 celsius, time 2 hour. The product is COC(=O)C1=NC(=C(N=C1)Br)C1=CC=C(C=C1)OC(F)(F)F (5-Bromo-6-(4-trifluoromethoxy-phenyl)-pyrazine-2-carboxylic acid methyl ester). Yield: 76.9%. Reaction SMILES: [CH3:1][O:2][C:3]([C:5]1[CH:10]=[N:9][C:8](N)=[C:7]([C:12]2[CH:17]=[CH:16][C:15]([O:18][C:19]([F:22])([F:21])[F:20])=[CH:14][CH:13]=2)[N:6]=1)=[O:4].C(ON=O)CC(C)C.C[Si](C)(C)[Br:33].C(=O)(O)[O-].[Na+]>BrCBr>[CH3:1][O:2][C:3]([C:5]1[CH:10]=[N:9][C:8]([Br:33])=[C:7]([C:12]2[CH:17]=[CH:16][C:15]([O:18][C:19]([F:22])([F:21])[F:20])=[CH:14][CH:13]=2)[N:6]=1)=[O:4] |f:3.4|. Procedure: To a suspension of 6.8 g (0.022 mol) 5-amino-6-(4-trifluoromethoxy-phenyl)-pyrazine-2-carboxylic acid methyl ester in 150 ml dibromomethane was added 3.50 ml (3.052 g; 0.026 mol) isoamylnitrite. To the resulting suspension was added drop wise during 30 minutes a solution of 3.38 ml (3.38 g; 0.026 mol) trimethylbromosilane in 5 ml dibromomethane at 0° C. The mixture was stirred at 0° C. for 0.5 hours and 2 hours at room temperature. To the resulting turbid reaction mixture was added ca 150 ml of ... The reactants are CI (Methyl iodide), C(C1=CC=CC=C1)OC1=C(C=C2CCN=C(C2=C1)C1(CCCC1)C1=C(C=CC=C1)Cl)OC (7-benzyloxy-1-[1-(2-chlorophenyl)cyclopentyl]-6-methoxy-3,4-dihydroisoquinoline). The solvent is C(C)#N (acetonitrile). The product is [I-].C(C1=CC=CC=C1)OC1=C(C=C2CC[N+](=C(C2=C1)C1(CCCC1)C1=C(C=CC=C1)Cl)C)OC (7-benzyloxy-1-[1-(2-chlorophenyl)cyclopentyl]-6-methoxy-2-methyl-3,4-dihydroisoquinolinium iodide). Reaction SMILES: [CH3:1][I:2].[CH2:3]([O:10][C:11]1[CH:20]=[C:19]2[C:14]([CH2:15][CH2:16][N:17]=[C:18]2[C:21]2([C:26]3[CH:31]=[CH:30][CH:29]=[CH:28][C:27]=3[Cl:32])[CH2:25][CH2:24][CH2:23][CH2:22]2)=[CH:13][C:12]=1[O:33][CH3:34])[C:4]1[CH:9]=[CH:8][CH:7]=[CH:6][CH:5]=1>C(#N)C>[I-:2].[CH2:3]([O:10][C:11]1[CH:20]=[C:19]2[C:14]([CH2:15][CH2:16][N+:17]([CH3:1])=[C:18]2[C:21]2([C:26]3[CH:31]=[CH:30][CH:29]=[CH:28][C:27]=3[Cl:32])[CH2:25][CH2:24][CH2:23][CH2:22]2)=[CH:13][C:12]=1[O:33][CH3:34])[C:4]1[CH:9]=[CH:8][CH:7]=[CH:6][CH:5]=1 |f:3.4|. Reported procedure: Methyl iodide (15 ml) was added to a solution of 7-benzyloxy-1-[1-(2-chlorophenyl)cyclopentyl]-6-methoxy-3,4-dihydroisoquinoline (13 g, prepared as described in Example CA34) in acetonitrile (100 ml). The mixture was heated under reflux for 24 hours, cooled and the resulting solid collected by filtration. The solid was washed with ether and dried in air to give 7-benzyloxy-1-[1-(2-chlorophenyl)cyclopentyl]-6-methoxy-2-methyl-3,4-dihydroisoquinolinium iodide (10 g). As a reaction SMILES: [C:26](=[O:27])([n:28]1[cH:29][cH:30][n:31][cH:32]1)[n:33]1[cH:34][cH:35][n:36][cH:37]1.[CH2:52]([Cl:53])[Cl:54].[Cl:1][c:2]1[cH:3][cH:4][c:5]([CH:8]([CH2:9][CH2:10][N:11]([CH2:12][CH2:13][CH2:14][CH2:15][CH2:16][CH2:17][NH2:18])[CH3:19])[c:20]2[n:21][cH:22][cH:23][cH:24][cH:25]2)[cH:6][cH:7]1.[NH:38]([C:39](=[NH:40])[NH2:41])[c:42]1[s:43][cH:44][c:45]([CH2:47][S:48][CH2:49][CH2:50][NH2:51])[n:46]1>>[Cl:1][c:2]1[cH:3][cH:4][c:5]([CH:8]([CH2:9][CH2:10][N:11]([CH2:12][CH2:13][CH2:14][CH2:15][CH2:16][CH2:17][NH:18][C:26](=[O:27])[NH:51][CH2:50][CH2:49][S:48][CH2:47][c:45]2[cH:44][s:43][c:42]([NH:38][C:39](=[NH:40])[NH2:41])[n:46]2)[CH3:19])[c:20]2[n:21][cH:22][cH:23][cH:24][cH:25]2)[cH:6][cH:7]1. Reactants: O=C(n1ccnc1)n1ccnc1, ClCCl, CN(CCCCCCN)CCC(c1ccc(Cl)cc1)c1ccccn1, N=C(N)Nc1nc(CSCCN)cs1. Yields the product CN(CCCCCCNC(=O)NCCSCc1csc(NC(=N)N)n1)CCC(c1ccc(Cl)cc1)c1ccccn1. Reactants: COc1ccc2c(c1)C(CC#N)CN(C(=O)OC(C)(C)C)C2, CO, N. Yields the product COc1ccc2c(c1)C(CCN)CN(C(=O)OC(C)(C)C)C2. As a reaction SMILES: [C:1](#[N:2])[CH2:3][CH:4]1[CH2:5][N:6]([C:16](=[O:17])[O:18][C:19]([CH3:20])([CH3:21])[CH3:22])[CH2:7][c:8]2[cH:9][cH:10][c:11]([O:14][CH3:15])[cH:12][c:13]21.[CH3:23][OH:24].[NH3:25]>>[CH2:1]([NH2:2])[CH2:3][CH:4]1[CH2:5][N:6]([C:16](=[O:17])[O:18][C:19]([CH3:20])([CH3:21])[CH3:22])[CH2:7][c:8]2[cH:9][cH:10][c:11]([O:14][CH3:15])[cH:12][c:13]21. Reactants: C(C)(C)(C)NC(=O)[C@H]1N(C[C@H]2CCCC[C@H]2C1)C[C@H]([C@H](CSC1=CC=CC=C1)NC(C1=C(C(=CC=C1)O)C)=O)O ((3S, 4aS, 8aS)-2-[(2R, 3R)-2-Hydroxy-3-(3-hydroxy-2-methyl-benzoylamino)-4-phenylthiobutyl]decahydroisoquinoline-3-carboxylic acid t-butylamide), COC(C)(C)C (methyl-t-butyl ether), C(C)(C)(C)NC(=O)[C@H]1N(C[C@H]2CCCC[C@H]2C1)C[C@H]([C@H](CSC1=CC=CC=C1)NC(C1=C(C(=CC=C1)O)C)=O)O ((3S, 4aS, 8aS)-2-[(2R, 3R)-2-Hydroxy-3-(3-hydroxy-2-methyl-benzoylamino)-4-phenylthiobutyl]decahydroisoquinoline-3-carboxylic acid t-butylamide), CS(=O)(=O)O (methanesulfonic acid). Solvent: O1CCCC1 (tetrahydrofuran). The product is CS(=O)(=O)O.C(C)(C)(C)NC(=O)[C@H]1N(C[C@H]2CCCC[C@H]2C1)C[C@H]([C@H](CSC1=CC=CC=C1)NC(C1=C(C(=CC=C1)O)C)=O)O ((3S, 4aS, 8aS)-2-[(2R, 3R)-2-hydroxy-3-(3-hydroxy-2-methylbenzoylamino)-4-phenylthiobutyl]decahydroiso-quinoline-3-carboxylic acid t-butylamide methanesulfonate). The yield is 95.4%. Reaction SMILES: [C:1]([NH:5][C:6]([C@@H:8]1[CH2:17][C@H:16]2[C@H:11]([CH2:12][CH2:13][CH2:14][CH2:15]2)[CH2:10][N:9]1[CH2:18][C@@H:19]([OH:40])[C@@H:20]([NH:29][C:30](=[O:39])[C:31]1[CH:36]=[CH:35][CH:34]=[C:33]([OH:37])[C:32]=1[CH3:38])[CH2:21][S:22][C:23]1[CH:28]=[CH:27][CH:26]=[CH:25][CH:24]=1)=[O:7])([CH3:4])([CH3:3])[CH3:2].[CH3:41][S:42]([OH:45])(=[O:44])=[O:43].COC(C)(C)C>O1CCCC1>[CH3:41][S:42]([OH:45])(=[O:44])=[O:43].[C:1]([NH:5][C:6]([C@@H:8]1[CH2:17][C@H:16]2[C@H:11]([CH2:12][CH2:13][CH2:14][CH2:15]2)[CH2:10][N:9]1[CH2:18][C@@H:19]([OH:40])[C@@H:20]([NH:29][C:30](=[O:39])[C:31]1[CH:36]=[CH:35][CH:34]=[C:33]([OH:37])[C:32]=1[CH3:38])[CH2:21][S:22][C:23]1[CH:24]=[CH:25][CH:26]=[CH:27][CH:28]=1)=[O:7])([CH3:4])([CH3:2])[CH3:3] |f:4.5|. Reported procedure: (3S, 4aS, 8aS)-2-[(2R, 3R)-2-Hydroxy-3-(3-hydroxy-2-methyl-benzoylamino)-4-phenylthiobutyl]decahydroisoquinoline-3-carboxylic acid t-butylamide (compound [15], 7.80 g, 13.7 mmol) was suspended in tetrahydrofuran (40 ml) and methanesulfonic acid (0.918 ml, 14.1 mmol) was added, which was stirred until the solid was completely dissolved. The mixture was dropwise added to methyl-t-butyl ether (470 ml) (after rinsing with 5 ml of tetrahydrofuran). Precipitate was produced instantaneously with the dr...